From a dataset of the Open Reaction Database (ORD), a public repository of structured organic reaction records. describe an organic reaction: reactants, conditions, products, and yield The reactants are NC1=CC=C(C(=O)OCC)C=C1 (ethyl p-aminobenzoate), C(C1=CC=CC=C1)OC1=CC=C(CCl)C=C1 (p-benzyloxybenzyl chloride), CN(P(=O)(N(C)C)N(C)C)C (hexamethylphosphoramide). The solvent is O (water), O (water). Yields the product C(C1=CC=CC=C1)OC1=CC=C(CNC2=CC=C(C(=O)OCC)C=C2)C=C1 (Ethyl p-[p-(benzyloxy)benzylamino]benzoate). Reaction SMILES: [NH2:1][C:2]1[CH:12]=[CH:11][C:5]([C:6]([O:8][CH2:9][CH3:10])=[O:7])=[CH:4][CH:3]=1.[CH2:13]([O:20][C:21]1[CH:28]=[CH:27][C:24]([CH2:25]Cl)=[CH:23][CH:22]=1)[C:14]1[CH:19]=[CH:18][CH:17]=[CH:16][CH:15]=1.CN(C)P(N(C)C)(N(C)C)=O>O>[CH2:13]([O:20][C:21]1[CH:22]=[CH:23][C:24]([CH2:25][NH:1][C:2]2[CH:3]=[CH:4][C:5]([C:6]([O:8][CH2:9][CH3:10])=[O:7])=[CH:11][CH:12]=2)=[CH:27][CH:28]=1)[C:14]1[CH:15]=[CH:16][CH:17]=[CH:18][CH:19]=1. Procedure: A mixture of 16.5 g. of ethyl p-aminobenzoate, 11.64 g. of p-benzyloxybenzyl chloride and 50 ml. of hexamethylphosphoramide are heated in an oil bath at 110° C. for 20 hours. The mixture is chilled, diluted with 25 ml. of water, chilled and the solid mass diluted with additional water in order to filter. The solid is washed with water and recrystallized from ethanol to give off-white crystals, m.p. 144°-146° C. A sample is recrystallized from ethanol to give off-white crystals, m.p. 146°-147° C. Reactants: C(N)(=O)C(C1=CC=CC=C1)(C1=CC=CC=C1)C1CNCC1 (3-(R,S)-(1-carbamoyl-1,1-diphenylmethyl)pyrrolidine), FC1=CC=C(CCBr)C=C1 (4-fluorophenethyl bromide), C([O-])([O-])=O.[K+].[K+] (potassium carbonate), C(C)#N (acetonitrile). The solvent is O (water). The product is C(N)(=O)C(C1=CC=CC=C1)(C1=CC=CC=C1)C1CN(CC1)CCC1=CC=C(C=C1)F (3-(R,S)-(1-carbamoyl-1,1-diphenylmethyl)-1-(4-fluorophenethyl)pyrrolidine). As a reaction SMILES: [C:1]([C:4]([CH:17]1[CH2:21][CH2:20][NH:19][CH2:18]1)([C:11]1[CH:16]=[CH:15][CH:14]=[CH:13][CH:12]=1)[C:5]1[CH:10]=[CH:9][CH:8]=[CH:7][CH:6]=1)(=[O:3])[NH2:2].[F:22][C:23]1[CH:31]=[CH:30][C:26]([CH2:27][CH2:28]Br)=[CH:25][CH:24]=1.C(=O)([O-])[O-].[K+].[K+].C(#N)C>O>[C:1]([C:4]([CH:17]1[CH2:21][CH2:20][N:19]([CH2:28][CH2:27][C:26]2[CH:30]=[CH:31][C:23]([F:22])=[CH:24][CH:25]=2)[CH2:18]1)([C:11]1[CH:12]=[CH:13][CH:14]=[CH:15][CH:16]=1)[C:5]1[CH:10]=[CH:9][CH:8]=[CH:7][CH:6]=1)(=[O:3])[NH2:2] |f:2.3.4|. Reported procedure: A mixture containing 3-(R,S)-(1-carbamoyl-1,1-diphenylmethyl)pyrrolidine (0.5 g--see Preparation 8), 4-fluorophenethyl bromide (0.36 g--see J.A.C.S., 63, 602 (1941)), anhydrous potassium carbonate (0.5 g) and acetonitrile (15 ml) was heated under reflux for 2 hours. On cooling to room temperature, water (70 ml) was added and the mixture was extracted with dichloromethane (3×50 ml). The combined dichloromethane extracts were dried (MgSO4) and concentrated in vacuo to give a glass which was purifi...